This data is from the Open Reaction Database (ORD), a public repository of structured organic reaction records. The task is: describe an organic reaction: reactants, conditions, products, and yield Reactants: C(O)([O-])=O.[Na+] (sodium hydrogen carbonate), [Br-].[Na+] (sodium bromide), Cl[O-].[Na+] (sodium hypochlorite), C(C)OC(=O)C1(CC1)CO (1-hydroxymethyl-cyclopropanecarboxylic acid ethyl ester), CC1(CCCC(N1[O])(C)C)C (TEMPO), S(=S)(=O)([O-])[O-].[Na+].[Na+] (sodium thiosulphate). Run in ClCCl (dichloromethane). Reaction conditions: time 5 minute. Product: C(=O)C1(CC1)C(=O)OCC (ethyl 1-formylcyclopropanecarboxylate). Isolated yield 100.5%. RXN SMILES: [CH2:1]([O:3][C:4]([C:6]1([CH2:9][OH:10])[CH2:8][CH2:7]1)=[O:5])[CH3:2].C(=O)([O-])O.[Na+].CC1(C)N([O])C(C)(C)CCC1.[Br-].[Na+].Cl[O-].[Na+].S([O-])([O-])(=O)=S.[Na+].[Na+]>ClCCl>[CH:9]([C:6]1([C:4]([O:3][CH2:1][CH3:2])=[O:5])[CH2:8][CH2:7]1)=[O:10] |f:1.2,4.5,6.7,8.9.10,^1:19|. Procedure details: To a solution of Preparation 232 1-hydroxymethyl-cyclopropanecarboxylic acid ethyl ester (3.00 g, 21.00 mmol) in dichloromethane (50 ml), at 0° C., was added saturated sodium hydrogen carbonate solution (50 ml), followed by TEMPO (659 mg, 4.00 mmol) and sodium bromide (400 mg, 4.00 mmol). After stirring for 5 min, sodium hypochlorite solution (10%, 14.00 mmol) was added slowly, followed by saturated sodium thiosulphate solution (50 ml). The two layers were separated and the aqueous layer was ext... Starting materials: CC1C(NC=2CCCC(C2C1)=O)=O (3-methyl- 3,4,7,8-tetrahydro-2,5(1H,6H)-quinolinedione), CI (methyl iodide). The solvent is CC(=O)C (acetone). Yields the product CN1C(C(CC=2C(CCCC12)=O)C)=O (1,3-Dimethy-3,4,7,8-tetrahydro-2,5(1H,6H)-quinolinedione). Reaction SMILES: [CH3:1][CH:2]1[CH2:11][C:10]2[C:9](=[O:12])[CH2:8][CH2:7][CH2:6][C:5]=2[NH:4][C:3]1=[O:13].[CH3:14]I>CC(C)=O>[CH3:14][N:4]1[C:5]2[CH2:6][CH2:7][CH2:8][C:9](=[O:12])[C:10]=2[CH2:11][CH:2]([CH3:1])[C:3]1=[O:13]. Reported procedure: Prepared analogously to Example 29 from 3-methyl- 3,4,7,8-tetrahydro-2,5(1H,6H)-quinolinedione and methyl iodide in boiling acetone. Starting materials: C(C)OCC (ethyl ether), solution, Br.C(C)(=O)O (hydrogen bromide acetic acid), Cl.C(C1=CC=CC=C1)OC=1C=C2C=C(CCC2=CC1OCC1=CC=CC=C1)C(=O)N1CCN(CC1)CC1=CC(=C(C(=C1)OC)OC)OC (1-(6,7-dibenzyloxy-1,2-dihydro-3-naphthoyl)-4-(3,4,5-trimethoxybenzyl)piperazine hydrochloride). The solvent is C(C)(=O)O (acetic acid). Run at time 1 hour. The product is Br.OC=1C=C2C=C(CCC2=CC1O)C(=O)N1CCN(CC1)CC1=CC(=C(C(=C1)OC)OC)OC (1-(6,7-dihydroxy-1,2-dihydro-3-naphthoyl)-4-(3,4,5-trimethoxybenzyl)piperazine hydrobromide). RXN SMILES: Cl.C([O:9][C:10]1[CH:11]=[C:12]2[C:17](=[CH:18][C:19]=1[O:20]CC1C=CC=CC=1)[CH2:16][CH2:15][C:14]([C:28]([N:30]1[CH2:35][CH2:34][N:33]([CH2:36][C:37]3[CH:42]=[C:41]([O:43][CH3:44])[C:40]([O:45][CH3:46])=[C:39]([O:47][CH3:48])[CH:38]=3)[CH2:32][CH2:31]1)=[O:29])=[CH:13]2)C1C=CC=CC=1.[BrH:49].C(O)(=O)C.C(OCC)C>C(O)(=O)C>[BrH:49].[OH:9][C:10]1[CH:11]=[C:12]2[C:17](=[CH:18][C:19]=1[OH:20])[CH2:16][CH2:15][C:14]([C:28]([N:30]1[CH2:35][CH2:34][N:33]([CH2:36][C:37]3[CH:38]=[C:39]([O:47][CH3:48])[C:40]([O:45][CH3:46])=[C:41]([O:43][CH3:44])[CH:42]=3)[CH2:32][CH2:31]1)=[O:29])=[CH:13]2 |f:0.1,2.3,6.7|. Procedure details: 1-(6,7-dibenzyloxy-1,2-dihydro-3-naphthoyl)-4-(3,4,5-trimethoxybenzyl)piperazine hydrochloride (0.4 g) is dissolved in acetic acid (8 ml). To the solution is added a 30% solution of hydrogen bromide-acetic acid (4 ml), and the mixture is left standing at room temperature for one hour. To the reaction mixture is added ethyl ether (200 ml), and the mixture is left standing, and then the supernatant is removed by decantation. The precipitates are washed twice with 50 ml each portion of ethyl ether,...